From a dataset of the Open Reaction Database (ORD), a public repository of structured organic reaction records. describe an organic reaction: reactants, conditions, products, and yield Starting materials: CC(C)(C)N(C([O-])=O)C[C@H](CC1=C(C=CC=C1)C(F)(F)F)NC(=O)C1=NC=C(C=C1)C1=CC=NN1C (1,1-dimethylethyl{(2S)-2-({[5-(1-methyl-1H-pyrazol-5-yl)-2-pyridinyl]carbonyl}amino)-3-[2-(trifluoromethyl)phenyl]propyl}carbamate), C(=O)(C(F)(F)F)O (TFA). The solvent is C(Cl)Cl (DCM). Conditions: time 30 minute. Yields the product NC[C@H](CC1=C(C=CC=C1)C(F)(F)F)NC(=O)C1=NC=C(C=C1)C1=CC=NN1C (N-((1S)-2-amino-1-{[2-(trifluoromethyl)phenyl]methyl}ethyl)-5-(1-methyl-1H-pyrazol-5-yl)-2-pyridinecarboxamide). Reaction SMILES: CC([N:5]([CH2:9][C@@H:10]([NH:22][C:23]([C:25]1[CH:30]=[CH:29][C:28]([C:31]2[N:35]([CH3:36])[N:34]=[CH:33][CH:32]=2)=[CH:27][N:26]=1)=[O:24])[CH2:11][C:12]1[CH:17]=[CH:16][CH:15]=[CH:14][C:13]=1[C:18]([F:21])([F:20])[F:19])C(=O)[O-])(C)C.C(O)(C(F)(F)F)=O>C(Cl)Cl>[NH2:5][CH2:9][C@@H:10]([NH:22][C:23]([C:25]1[CH:30]=[CH:29][C:28]([C:31]2[N:35]([CH3:36])[N:34]=[CH:33][CH:32]=2)=[CH:27][N:26]=1)=[O:24])[CH2:11][C:12]1[CH:17]=[CH:16][CH:15]=[CH:14][C:13]=1[C:18]([F:21])([F:20])[F:19]. Procedure: 1,1-dimethylethyl{(2S)-2-({[5-(1-methyl-1H-pyrazol-5-yl)-2-pyridinyl]carbonyl}amino)-3-[2-(trifluoromethyl)phenyl]propyl}carbamate (crude from part c) was dissolved in DCM (2 mL) and treated with TFA (1 mL). After 30 min., the solution was concentrated and neutralized through a plug of silica (2% MeOH in DCM (1% NH4OH)) affording the free base of the title compound. Reaction SMILES: [C:8](#[N:9])[c:10]1[cH:11][c:12]([S:16](=[O:17])(=[O:18])[NH2:19])[cH:13][cH:14][cH:15]1.[CH3:20][CH2:21][OH:22].[F:1][C:2]([C:3](=[O:4])[OH:5])([F:6])[F:7]>>[CH2:8]([NH2:9])[c:10]1[cH:11][c:12]([S:16](=[O:17])(=[O:18])[NH2:19])[cH:13][cH:14][cH:15]1.[F:1][C:2]([C:3](=[O:4])[OH:5])([F:6])[F:7]. Product: NCc1cccc(S(N)(=O)=O)c1, O=C(O)C(F)(F)F. The reactants are N#Cc1cccc(S(N)(=O)=O)c1, CCO, O=C(O)C(F)(F)F. Reactants: C1CCCCC1.C(C)(=O)OCC (cyclohexane ethyl acetate), C([O-])([O-])=O.[K+].[K+] (potassium carbonate), IC (iodomethane), [N+](=O)([O-])C=1N=C(NC1)C(=O)OCC (ethyl 4-nitro-1H-imidazole-2-carboxylate). The solvent is CC(=O)C (acetone). Reaction conditions: temperature 60 celsius, time 4 hour. Yields the product CN1C(=NC(=C1)[N+](=O)[O-])C(=O)OCC (Ethyl 1-methyl-4-nitro-1H-imidazole-2-carboxylate). As a reaction SMILES: [N+:1]([C:4]1[N:5]=[C:6]([C:9]([O:11][CH2:12][CH3:13])=[O:10])[NH:7][CH:8]=1)([O-:3])=[O:2].[C:14](=O)([O-])[O-].[K+].[K+].IC.C1CCCCC1.C(OCC)(=O)C>CC(C)=O>[CH3:14][N:7]1[CH:8]=[C:4]([N+:1]([O-:3])=[O:2])[N:5]=[C:6]1[C:9]([O:11][CH2:12][CH3:13])=[O:10] |f:1.2.3,5.6|. Reported procedure: 6.80 g (36.7 mmol) of ethyl 4-nitro-1H-imidazole-2-carboxylate are dissolved in 140 ml of acetone, and 11.2 g (80.8 mmol) of potassium carbonate and 4.57 ml (73.5 mmol) of iodomethane are added. The mixture is then stirred at 60° C. for 4 h. According to TLC (cyclohexane/ethyl acetate 2:1), the starting material has been converted completely. After cooling, the mixture is filtered, the residue is washed with dichloromethane and the filtrate is freed from the solvent. The solid obtained is dried ... Reactants: O=C([O-])O, CO, COC(=O)OCC1OC(n2cc(C)c(=O)[nH]c2=O)CC1N=[N+]=[N-], [Na+]. Yields the product Cc1cn(C2CC(N=[N+]=[N-])C(CO)O2)c(=O)[nH]c1=O. As a reaction SMILES: [C:24](=[O:25])([OH:26])[O-:27].[CH3:29][OH:30].[N:1](=[N+:2]=[N-:3])[CH:4]1[CH2:5][CH:6]([n:15]2[c:16](=[O:17])[nH:18][c:19](=[O:20])[c:21]([CH3:22])[cH:23]2)[O:7][CH:8]1[CH2:9][O:10][C:11]([O:12][CH3:13])=[O:14].[Na+:28]>>[N:1](=[N+:2]=[N-:3])[CH:4]1[CH2:5][CH:6]([n:15]2[c:16](=[O:17])[nH:18][c:19](=[O:20])[c:21]([CH3:22])[cH:23]2)[O:7][CH:8]1[CH2:9][OH:10]. Starting materials: CCOC(=O)c1cc(C[N+](C)(C)C)c[nH]1, CCO, [I-], N#C[Na]. Yields the product CCOC(=O)c1cc(CC#N)c[nH]1. As a reaction SMILES: [CH2:2]([CH3:3])[O:4][C:5](=[O:6])[c:7]1[cH:8][c:9]([CH2:12][N+:13]([CH3:14])([CH3:15])[CH3:16])[cH:10][nH:11]1.[CH3:20][CH2:21][OH:22].[I-:1].[Na:17][C:18]#[N:19]>>[CH2:2]([CH3:3])[O:4][C:5](=[O:6])[c:7]1[cH:8][c:9]([CH2:12][C:18]#[N:19])[cH:10][nH:11]1. Run at temperature 85 celsius, time 8 hour. The reactants are crude solution, C(CCC)C1=C(C=O)C=CC(=C1)C#N (2-butyl-4-cyanobenzaldehyde), [C-]#N.[K+] (potassium cyanide), C([O-])([O-])=O.[NH4+].[NH4+] (ammonium carbonate), C(C)O.O (ethanol water), Cl (hydrochloric acid). Procedure: A stirred mixture of 2-butyl-4-cyanobenzaldehyde (0.9 g, 4.8 mmol), potassium cyanide (0.63 g, 9.6 mmol) and ammonium carbonate (1.85 g, 19.2 mmol) in ethanol/water (1:1, 10 ml) was heated with stirring in a sealed vessel at 85° C. overnight. The resulting crude solution was cooled and acidified with 2N hydrochloric acid (10 ml), then extracted with ethyl acetate (3×20 ml), combined, dried, then evaporated to yield a brown oil. Flash chromatography eluting with ethyl acetate/hexane (4:1) gave a ... Yields the product C(CCC)C1=C(C=CC(=C1)C#N)C1C(NC(N1)=O)=O (5-(2-butyl-4-cyanophenyl)hydantoin). Reaction SMILES: [CH2:1]([C:5]1[CH:12]=[C:11]([C:13]#[N:14])[CH:10]=[CH:9][C:6]=1[CH:7]=O)[CH2:2][CH2:3][CH3:4].[C-]#N.[K+].[C:18](=[O:21])([O-])[O-].[NH4+:22].[NH4+:23].Cl.[CH2:25]([OH:27])C.O>>[CH2:1]([C:5]1[CH:12]=[C:11]([C:13]#[N:14])[CH:10]=[CH:9][C:6]=1[CH:7]1[NH:23][C:25](=[O:27])[NH:22][C:18]1=[O:21])[CH2:2][CH2:3][CH3:4] |f:1.2,3.4.5,7.8|. Starting materials: ClCCl, [Na+], O, O=C([O-])O, Cc1c(SCCCSCC2CN(C)C(=O)O2)ccnc1CO, O=S(Cl)Cl. The product is Cc1c(SCCCSCC2CN(C)C(=O)O2)ccnc1CCl. As a reaction SMILES: [Cl:33][CH2:34][Cl:35].[Na+:28].[OH2:27].[OH:29][C:30](=[O:31])[O-:32].[OH:5][CH2:6][c:7]1[n:8][cH:9][cH:10][c:11]([S:14][CH2:15][CH2:16][CH2:17][S:18][CH2:19][CH:20]2[CH2:21][N:22]([CH3:26])[C:23](=[O:25])[O:24]2)[c:12]1[CH3:13].[S:1]([Cl:2])([Cl:3])=[O:4]>>[Cl:3][CH2:6][c:7]1[n:8][cH:9][cH:10][c:11]([S:14][CH2:15][CH2:16][CH2:17][S:18][CH2:19][CH:20]2[CH2:21][N:22]([CH3:26])[C:23](=[O:25])[O:24]2)[c:12]1[CH3:13].